Dataset: the Open Reaction Database (ORD), a public repository of structured organic reaction records. Task: describe an organic reaction: reactants, conditions, products, and yield Reactants: NC(=O)c1ccc2c(c1)c(Br)nn2C1CCCCO1, COCCOC, ClCCl, [K+], [K+], [K+], O=P([O-])([O-])[O-], OB(O)c1cc2ccccc2s1. The product is NC(=O)c1ccc2c(c1)c(-c1cc3ccccc3s1)nn2C1CCCCO1. Reaction SMILES: [Br:1][c:2]1[n:3][n:4]([CH:14]2[O:15][CH2:16][CH2:17][CH2:18][CH2:19]2)[c:5]2[cH:6][cH:7][c:8]([C:11](=[O:12])[NH2:13])[cH:9][c:10]12.[CH3:43][O:44][CH2:45][CH2:46][O:47][CH3:48].[Cl:32][CH2:33][Cl:34].[K+:40].[K+:41].[K+:42].[P:35]([O-:36])([O-:37])([O-:38])=[O:39].[s:20]1[c:21]2[c:22]([cH:23][c:24]1[B:25]([OH:26])[OH:27])[cH:28][cH:29][cH:30][cH:31]2>>[c:2]1(-[c:24]2[s:20][c:21]3[c:22]([cH:23]2)[cH:28][cH:29][cH:30][cH:31]3)[n:3][n:4]([CH:14]2[O:15][CH2:16][CH2:17][CH2:18][CH2:19]2)[c:5]2[cH:6][cH:7][c:8]([C:11](=[O:12])[NH2:13])[cH:9][c:10]12. The reactants are C(C=CC1=CC=CC=C1)N[C@H](C1=CC=CC=C1)C ((S)-N-cinnamyl-α-methylbenzylamine), C(CCC)[Li] (butyllithium), C(C=CC1=CC=CC=C1)(=O)OC(C)(C)C (t-butyl cinnamate). Yields the product C(C=CC1=CC=CC=C1)N([C@H](CC(=O)OC(C)(C)C)C1=CC=CC=C1)[C@H](C1=CC=CC=C1)C ((3R,αS)-t-Butyl 3-(N-cinnamyl-α-methylbenzylamino)-3-phenylpropionate). The yield is 93.8%. As a reaction SMILES: [CH2:1]([NH:10][C@@H:11]([CH3:18])[C:12]1[CH:17]=[CH:16][CH:15]=[CH:14][CH:13]=1)[CH:2]=[CH:3][C:4]1[CH:9]=[CH:8][CH:7]=[CH:6][CH:5]=1.C([Li])CCC.[C:24]([O:34][C:35]([CH3:38])([CH3:37])[CH3:36])(=[O:33])[CH:25]=[CH:26][C:27]1[CH:32]=[CH:31][CH:30]=[CH:29][CH:28]=1>>[CH2:1]([N:10]([C@@H:11]([CH3:18])[C:12]1[CH:17]=[CH:16][CH:15]=[CH:14][CH:13]=1)[C@@H:26]([C:27]1[CH:28]=[CH:29][CH:30]=[CH:31][CH:32]=1)[CH2:25][C:24]([O:34][C:35]([CH3:38])([CH3:37])[CH3:36])=[O:33])[CH:2]=[CH:3][C:4]1[CH:9]=[CH:8][CH:7]=[CH:6][CH:5]=1. Procedure: (S)-N-cinnamyl-α-methylbenzylamine (4) (0.100 g, 0.42 mmol), 1.6M butyllithium (0.242 ml, 0.39 mmol) and t-butyl cinnamate (7) (0.072 g, 0.35 mmol) were reacted according to the procedure of Example 1. Flash chromatography of the product on silica gel [ethyl acetate/petroleum ether (1:49)] afforded the title compound (Rf 0.3) as a colourless oil (0.145 g, 78%). δH (300 MHz; CDCl3) 7.50-7.18 (15H, m, Ph), 6.42 (1H, d, J=16.0, PhCH=CH), 6.11 (1H, dt, J=16.0 and 6.2; CH=CHPh), 4.53 (1H, dd, J=8.7 a... Starting materials: C(C(=O)C1=CC=CC=C1)CNC1=C(N(C2=CC(=CC=C12)[N+](=O)[O-])C(=O)OC(C)(C)C)C(=O)OCC (3-[(phenacyl)methylamino]-2-carbethoxy-6-nitro-1-(tert-butyloxycarbonyl)-indole), FC(C(=O)O)(F)F (trifluoracetic acid). Run in C(Cl)Cl (methylene chloride), C(C)(=O)OCC (ethyl acetate). Product: C(C(=O)C1=CC=CC=C1)CNC1=C(NC2=CC(=CC=C12)[N+](=O)[O-])C(=O)OCC (3-[(phenacyl)methylamino]-2-carbethoxy-6-nitroindole). RXN SMILES: [CH2:1]([CH2:10][NH:11][C:12]1[C:20]2[C:15](=[CH:16][C:17]([N+:21]([O-:23])=[O:22])=[CH:18][CH:19]=2)[N:14](C(OC(C)(C)C)=O)[C:13]=1[C:31]([O:33][CH2:34][CH3:35])=[O:32])[C:2]([C:4]1[CH:9]=[CH:8][CH:7]=[CH:6][CH:5]=1)=[O:3].FC(F)(F)C(O)=O>C(Cl)Cl.C(OCC)(=O)C>[CH2:1]([CH2:10][NH:11][C:12]1[C:20]2[C:15](=[CH:16][C:17]([N+:21]([O-:23])=[O:22])=[CH:18][CH:19]=2)[NH:14][C:13]=1[C:31]([O:33][CH2:34][CH3:35])=[O:32])[C:2]([C:4]1[CH:9]=[CH:8][CH:7]=[CH:6][CH:5]=1)=[O:3]. Procedure: Dissolve 3-[(phenacyl)methylamino]-2-carbethoxy-6-nitro-1-(tert-butyloxycarbonyl)-indole from above in methylene chloride. Add excess trifluoracetic acid and stir overnight at room temperture. Concentrate the reaction in vacuo, dilute with ethyl acetate and rinse with saturated sodium bicarbonate, dry over magnesium sulfate, filter and concentrate in vacuo to yield 3-[(phenacyl)methylamino]-2-carbethoxy-6-nitroindole. Starting materials: COC1=CC=C(C(C(=O)N)=C1)N (5-methoxyanthranilamide), ClC=1SC(=CN1)C(=O)OC (methyl 2-chlorothiazole-5-carboxylate), above compound. Yields the product COC=1C=C2C(N3C(=NC2=CC1)SC(=C3)C(=O)OC)=O (Methyl 7-methoxy-5H-thiazolo-(2,3-b)-quinazolin-5-one-2-carboxylate). RXN SMILES: [CH3:1][O:2][C:3]1[CH:11]=[C:7]([C:8]([NH2:10])=[O:9])[C:6]([NH2:12])=[CH:5][CH:4]=1.Cl[C:14]1[S:15][C:16]([C:19]([O:21][CH3:22])=[O:20])=[CH:17]N=1>>[CH3:1][O:2][C:3]1[CH:11]=[C:7]2[C:6](=[CH:5][CH:4]=1)[N:12]=[C:14]1[S:15][C:16]([C:19]([O:21][CH3:22])=[O:20])=[CH:17][N:10]1[C:8]2=[O:9]. Procedure: 16.5 g of 5-methoxyanthranilamide and 18.64 g of methyl 2-chlorothiazole-5-carboxylate were stirred for 11/2 hours at 160° C. After working up in the conventional manner 24.7 g (85%) of the above compound was obtained; m.p. 187°-192° C. Starting materials: Br (Hydrobromic acid), C1(=CC=CC=C1)S(=O)(=O)CCC=1C=C2C=CNC2=CC1 (5-(2-phenylsulphonylethyl)-1H-indole), COCCOC (1,2-dimethoxyethane). Conditions: time 18 hour. Yields the product Br.CN1[C@H](CCC1)CC1=CNC2=CC=C(C=C12)CCS(=O)(=O)C1=CC=CC=C1 (3-(N-Methyl-2(R)-pyrrolidinylmethyl)-5-(2-phenylsulphonylethyl)-1H-indole hydrobromide). RXN SMILES: [BrH:1].[C:2]1([S:8]([CH2:11][CH2:12][C:13]2[CH:14]=[C:15]3[C:19](=[CH:20][CH:21]=2)[NH:18][CH:17]=[CH:16]3)(=[O:10])=[O:9])[CH:7]=[CH:6][CH:5]=[CH:4][CH:3]=1.CO[CH2:24][CH2:25]OC>>[BrH:1].[CH3:19][N:18]1[CH2:17][CH2:16][CH2:15][C@@H:24]1[CH2:25][C:16]1[C:15]2[C:19](=[CH:20][CH:21]=[C:13]([CH2:12][CH2:11][S:8]([C:2]3[CH:3]=[CH:4][CH:5]=[CH:6][CH:7]=3)(=[O:10])=[O:9])[CH:14]=2)[NH:18][CH:17]=1 |f:3.4|. Reported procedure: 49% w/w Hydrobromic acid (27.86 ml, 0.25 mol) was added over 1 hour to a stirred solution of 3N-methyl-2(R)-pyrrolidinylmethyl)-5-(2-phenylsulphonylethyl)-1H-indole (92.86 g, 0.24 mol) in 1,2-dimethoxyethane (2.08 l) at about 5° C. The cooling bath was removed and the resulting slurry was allowed to granulate by stirring at room temperature for a further 18 hours. Filtration, followed by washing with 1,2-dimethoxyethane and drying in vacuo, afforded the required product (97.9 g) as a solid, m.p.... The reactants are C1(=CC=CC=C1)PC1=CC=CC=C1 (diphenylphosphine), P (phosphine), C(C=C)[Si](OCC)(OCC)OCC (allyl triethoxysilane), C(C)(C)(C)OOC(C)(C)C (di-t-butyl peroxide), C(C=C)[SiH3] (allyl silane), C1(=CC=CC=C1)PC1=CC=CC=C1 (diphenylphosphine), C(C)(C)(C)OOC(C)(C)C (di-t-butyl peroxide). Conditions: time 1 hour. Product: C1(=CC=CC=C1)P(=O)(CCC[Si](OCC)(OCC)OCC)C1=CC=CC=C1 (3-(Diphenylphosphinyl)propyl Triethoxysilane). Yield: 216.6%. Reaction SMILES: [C:1]1([PH:7][C:8]2[CH:13]=[CH:12][CH:11]=[CH:10][CH:9]=2)[CH:6]=[CH:5][CH:4]=[CH:3][CH:2]=1.[CH2:14]([Si:17]([O:24][CH2:25][CH3:26])([O:21][CH2:22][CH3:23])[O:18][CH2:19][CH3:20])[CH:15]=[CH2:16].C([O:31]OC(C)(C)C)(C)(C)C.P.C([SiH3])C=C>>[C:8]1([P:7]([C:1]2[CH:2]=[CH:3][CH:4]=[CH:5][CH:6]=2)([CH2:16][CH2:15][CH2:14][Si:17]([O:24][CH2:25][CH3:26])([O:18][CH2:19][CH3:20])[O:21][CH2:22][CH3:23])=[O:31])[CH:9]=[CH:10][CH:11]=[CH:12][CH:13]=1. Reported procedure: To diphenylphosphine (18.0 g, 0.097 mol) heated to 140° C under a nitrogen atmosphere, a mixture of allyl triethoxysilane (19.8 g, 0.97 mol) and di-t-butyl peroxide (1.86 g) is added during 3/4 hour. Heating is continued for 1 hour after the addition is complete. Analysis of the liquid shows the presence of unreacted phosphine and allyl silane, so di-t-butyl peroxide (2.0 g) is added and heating continued 2 hours more. This analysis, addition, and heating is repeated once more, after which only ... The reactants are [H-].[Na+] (sodium hydride), C(=O)(OC(C)(C)C)N(CC)CCCBr (N-BOC-N-ethyl-3-bromo-propylamine), [H-].[Na+] (sodium hydride), C(=O)(OC(C)(C)C)N(CCCNC(=O)OC(C)(C)C)CCC1=NC=CC=C1 (N,N'-di-BOC-N-[2-(2-pyridyl)-ethyl]-1,3-propanediamine), C(=O)(OC(C)(C)C)N(CC)CCCBr (N-BOC-N-ethyl-3-bromo-propylamine), O (water). The solvent is O1CCOCC1 (dioxane), O1CCOCC1 (dioxane). Product: C(C)N(CCCN(CCCN(C(=O)OC(C)(C)C)CCC1=NC=CC=C1)C(=O)OC(C)(C)C)C(=O)OC(C)(C)C (1-Ethyl-9-[2-(2-pyridyl)-ethyl]-1,5,9-tri-BOC-1,5,9-triazanonane). Reaction SMILES: [C:1]([N:8]([CH2:20][CH2:21][C:22]1[CH:27]=[CH:26][CH:25]=[CH:24][N:23]=1)[CH2:9][CH2:10][CH2:11][NH:12][C:13]([O:15][C:16]([CH3:19])([CH3:18])[CH3:17])=[O:14])([O:3][C:4]([CH3:7])([CH3:6])[CH3:5])=[O:2].[H-].[Na+].[C:30]([N:37]([CH2:40][CH2:41][CH2:42]Br)[CH2:38][CH3:39])([O:32][C:33]([CH3:36])([CH3:35])[CH3:34])=[O:31].O>O1CCOCC1>[CH2:38]([N:37]([C:30]([O:32][C:33]([CH3:35])([CH3:34])[CH3:36])=[O:31])[CH2:40][CH2:41][CH2:42][N:12]([C:13]([O:15][C:16]([CH3:19])([CH3:18])[CH3:17])=[O:14])[CH2:11][CH2:10][CH2:9][N:8]([CH2:20][CH2:21][C:22]1[CH:27]=[CH:26][CH:25]=[CH:24][N:23]=1)[C:1]([O:3][C:4]([CH3:5])([CH3:6])[CH3:7])=[O:2])[CH3:39] |f:1.2|. Procedure details: To a solution of 1.85 g (5.1 mmol) of N,N'-di-BOC-N-[2-(2-pyridyl)-ethyl]-1,3-propanediamine in 20 ml of dioxane there are added, with stirring, 0.4 g (10 mmol) of sodium hydride dispersion (approximately 60% in oil; Fluka, Buchs, Switzerland) and, after 20 minutes, a solution of 1.23 ; (6 mmol) of N-BOC-N-ethyl-3-bromo-propylamine in 2 ml of dioxane. The reaction mixture is stirred at 50° C. for 18 hours, a further 0.4 g (10 mmol) of sodium hydride dispersion (approximately 60%) and 1.23 g (6 m... The reactants are Cl.Cl.C(C1=CC=CC=C1)SC1=C(C=C\C\2=N/CCN(C3=C2C=CC=C3)C)C=C(C=C1)[N+](=O)[O-] ((E)-5-(2-benzylthio-5-nitrostyryl)-2,3-dihydro-1-methyl-1H-1,4-benzodiazepine dihydrochloride), [Sn](Cl)Cl (tin (II) chloride), Cl (hydrochloric acid). The solvent is O1CCCC1 (tetrahydrofuran), C(C)O (ethanol). Run at temperature 60 celsius. Yields the product Cl.Cl.C(C1=CC=CC=C1)SC1=C(C=C(N)C=C1)\C=C\C1=NCCN(C2=C1C=CC=C2)C ((E)-4-benzylthio-3-[2-(2,3-dihydro-1-methyl-1H-1,4-benzodiazepin-5-yl)vinyl]aniline dihydrochloride). The yield is 19.5%. As a reaction SMILES: [ClH:1].Cl.[CH2:3]([S:10][C:11]1[CH:30]=[CH:29][C:28]([N+:31]([O-])=O)=[CH:27][C:12]=1[CH:13]=[CH:14][C:15]1=[N:16][CH2:17][CH2:18][N:19]([CH3:26])[C:20]2[CH:25]=[CH:24][CH:23]=[CH:22][C:21]1=2)[C:4]1[CH:9]=[CH:8][CH:7]=[CH:6][CH:5]=1.[Sn](Cl)[Cl:35].Cl>O1CCCC1.C(O)C>[ClH:35].[ClH:1].[CH2:3]([S:10][C:11]1[CH:30]=[CH:29][C:28]([NH2:31])=[CH:27][C:12]=1/[CH:13]=[CH:14]/[C:15]1[C:21]2[CH:22]=[CH:23][CH:24]=[CH:25][C:20]=2[N:19]([CH3:26])[CH2:18][CH2:17][N:16]=1)[C:4]1[CH:5]=[CH:6][CH:7]=[CH:8][CH:9]=1 |f:0.1.2,7.8.9|. Procedure: To 215 mg (0.50 mmol) of (E)-5-(2-benzylthio-5-nitrostyryl)-2,3-dihydro-1-methyl-1H-1,4-benzodiazepine dihydrochloride (prepared as described in Example 15) in 8 ml of tetrahydrofuran and 8 ml of ethanol was added 380 mg (0.90 mmol) of tin (II) chloride and 0.48 ml of concentrated hydrochloric acid. The mixture was heated at 60° C. for 7 hours. The solution was reduced to half volume and partitioned between 50 ml of saturated sodium hydrogen carbonate solution and 100 ml and 50 ml of dichloromet... The reactants are ClCCl, O=[Cr](=O)([O-])Cl, CC(C)(C)OC(=O)NCCC(O)c1cccc(O)c1, c1cc[nH+]cc1. The product is CC(C)(C)OC(=O)NCCC(=O)c1cccc(O)c1. RXN SMILES: [Cl:31][CH2:32][Cl:33].[O:1]=[Cr:2]([Cl:3])([O-:4])=[O:5].[OH:12][CH:13]([CH2:14][CH2:15][NH:16][C:17]([O:18][C:19]([CH3:20])([CH3:21])[CH3:22])=[O:23])[c:24]1[cH:25][c:26]([OH:30])[cH:27][cH:28][cH:29]1.[nH+:6]1[cH:7][cH:8][cH:9][cH:10][cH:11]1>>[O:12]=[C:13]([CH2:14][CH2:15][NH:16][C:17]([O:18][C:19]([CH3:20])([CH3:21])[CH3:22])=[O:23])[c:24]1[cH:25][c:26]([OH:30])[cH:27][cH:28][cH:29]1.